Dataset: the Open Reaction Database (ORD), a public repository of structured organic reaction records. Task: describe an organic reaction: reactants, conditions, products, and yield The reactants are [Br-], CC(C)(C)OC(=O)N1CCC(=O)C(C)(C)C1, C1CCOC1, [Mg+]c1ccc(Cl)cc1. Product: CC(C)(C)OC(=O)N1CCC(O)(c2ccc(Cl)cc2)C(C)(C)C1. As a reaction SMILES: [Br-:17].[C:1]([CH3:2])([CH3:3])([CH3:4])[O:5][C:6](=[O:7])[N:8]1[CH2:9][C:10]([CH3:15])([CH3:16])[C:11](=[O:14])[CH2:12][CH2:13]1.[CH2:26]1[O:27][CH2:28][CH2:29][CH2:30]1.[Cl:18][c:19]1[cH:20][cH:21][c:22]([Mg+:25])[cH:23][cH:24]1>>[C:1]([CH3:2])([CH3:3])([CH3:4])[O:5][C:6](=[O:7])[N:8]1[CH2:9][C:10]([CH3:15])([CH3:16])[C:11]([OH:14])([c:22]2[cH:21][cH:20][c:19]([Cl:18])[cH:24][cH:23]2)[CH2:12][CH2:13]1. Reactants: COCCCOc1cc(CC(CC(N)C(O)CC(C(=O)NCC(C)(C)C(N)=O)C(C)C)C(C)C)ccc1OC, O=[N+]([O-])O. Yields the product COCCCOc1cc(CC(CC(N)C(O)CC(C(=O)NCC(C)(C)C(N)=O)C(C)C)C(C)C)ccc1OC, O=[N+]([O-])[O-]. RXN SMILES: [CH3:5][O:6][CH2:7][CH2:8][CH2:9][O:10][c:11]1[cH:12][c:13]([CH2:14][CH:15]([CH2:16][CH:17]([NH2:18])[CH:19]([OH:20])[CH2:21][CH:22]([CH:23]([CH3:24])[CH3:25])[C:26](=[O:27])[NH:28][CH2:29][C:30]([CH3:31])([CH3:32])[C:33]([NH2:34])=[O:35])[CH:36]([CH3:37])[CH3:38])[cH:39][cH:40][c:41]1[O:42][CH3:43].[OH:1][N+:2]([O-:3])=[O:4]>>[CH3:5][O:6][CH2:7][CH2:8][CH2:9][O:10][c:11]1[cH:12][c:13]([CH2:14][CH:15]([CH2:16][CH:17]([NH2:18])[CH:19]([OH:20])[CH2:21][CH:22]([CH:23]([CH3:24])[CH3:25])[C:26](=[O:27])[NH:28][CH2:29][C:30]([CH3:31])([CH3:32])[C:33]([NH2:34])=[O:35])[CH:36]([CH3:37])[CH3:38])[cH:39][cH:40][c:41]1[O:42][CH3:43].[O:1]=[N+:2]([O-:3])[O-:4]. The reactants are CCN(C(C)C)C(C)C, O=C(Cl)c1ccc(Cl)cc1, ClCCl, NCCCNc1nsc2ccccc12. Yields the product O=C(NCCCNc1nsc2ccccc12)c1ccc(Cl)cc1. As a reaction SMILES: [CH:15]([N:16]([CH:17]([CH3:18])[CH3:19])[CH2:20][CH3:21])([CH3:22])[CH3:23].[Cl:24][C:25](=[O:26])[c:27]1[cH:28][cH:29][c:30]([Cl:31])[cH:32][cH:33]1.[Cl:34][CH2:35][Cl:36].[s:1]1[n:2][c:3]([NH:10][CH2:11][CH2:12][CH2:13][NH2:14])[c:4]2[c:5]1[cH:6][cH:7][cH:8][cH:9]2>>[s:1]1[n:2][c:3]([NH:10][CH2:11][CH2:12][CH2:13][NH:14][C:25](=[O:26])[c:27]2[cH:28][cH:29][c:30]([Cl:31])[cH:32][cH:33]2)[c:4]2[c:5]1[cH:6][cH:7][cH:8][cH:9]2. Starting materials: FC(C(=O)O)(F)F (trifluoroacetic acid), C(C)(C)(C)OC(=O)N1CCC(CC1)N1N=CC(=C1)C=1C=C2C(=NC1)NC=C2C(C2=C(C(=CC=C2F)NS(=O)(=O)CCC)F)=O (4-(4-{3-[2,6-difluoro-3-(propane-1-sulfonylamino)-benzoyl]-1H-pyrrolo[2,3-b]pyridin-5-yl}-pyrazol-1-yl)-piperidine-1-carboxylic acid tert-butyl ester), C([O-])(O)=O.[Na+] (sodium bicarbonate). Solvent: ClCCl (dichloromethane). Product: FC1=C(C=CC(=C1C(=O)C1=CNC2=NC=C(C=C21)C=2C=NN(C2)C2CCNCC2)F)NS(=O)(=O)CCC (propane-1-sulfonic acid (2,4-difluoro-3-[5-(1-piperidin-4-yl-1H-pyrazol-4-yl)-1H-pyrrolo[2,3-b]pyridine-3-carbonyl]-phenyl)-amide). Yield: 16.1%. Reaction SMILES: C(OC([N:8]1[CH2:13][CH2:12][CH:11]([N:14]2[CH:18]=[C:17]([C:19]3[CH:20]=[C:21]4[C:27]([C:28](=[O:44])[C:29]5[C:34]([F:35])=[CH:33][CH:32]=[C:31]([NH:36][S:37]([CH2:40][CH2:41][CH3:42])(=[O:39])=[O:38])[C:30]=5[F:43])=[CH:26][NH:25][C:22]4=[N:23][CH:24]=3)[CH:16]=[N:15]2)[CH2:10][CH2:9]1)=O)(C)(C)C.FC(F)(F)C(O)=O.C(=O)(O)[O-].[Na+]>ClCCl>[F:43][C:30]1[C:29]([C:28]([C:27]2[C:21]3[C:22](=[N:23][CH:24]=[C:19]([C:17]4[CH:16]=[N:15][N:14]([CH:11]5[CH2:10][CH2:9][NH:8][CH2:13][CH2:12]5)[CH:18]=4)[CH:20]=3)[NH:25][CH:26]=2)=[O:44])=[C:34]([F:35])[CH:33]=[CH:32][C:31]=1[NH:36][S:37]([CH2:40][CH2:41][CH3:42])(=[O:38])=[O:39] |f:2.3|. Reported procedure: In a reaction flask, 4-(4-{3-[2,6-difluoro-3-(propane-1-sulfonylamino)-benzoyl]-1H-pyrrolo[2,3-b]pyridin-5-yl}-pyrazol-1-yl)-piperidine-1-carboxylic acid tert-butyl ester (P-1001, 42.0 mg, 0.067 mmol) is dissolved in 9.0 mL of dichloromethane and 1.0 mL of trifluoroacetic acid and the reaction is stirred at room temperature for 2 hours. Aqueous saturated sodium bicarbonate is added and the mixture is extracted with ethyl acetate. The aqueous layer is frozen and lyophilized and the residue is sus... Reactants: COC(=O)Cc1c(C)n(S(=O)(=O)c2ccc(F)c(F)c2)c2ncccc12, Cl, [Li+], C1COCCO1, [OH-], O. Yields the product Cc1c(CC(=O)O)c2cccnc2n1S(=O)(=O)c1ccc(F)c(F)c1. Reaction SMILES: [CH3:3][O:4][C:5]([CH2:6][c:7]1[c:8]([CH3:27])[n:9]([S:16](=[O:17])(=[O:18])[c:19]2[cH:20][c:21]([F:26])[c:22]([F:25])[cH:23][cH:24]2)[c:10]2[n:11][cH:12][cH:13][cH:14][c:15]12)=[O:28].[ClH:29].[Li+:2].[O:31]1[CH2:32][CH2:33][O:34][CH2:35][CH2:36]1.[OH-:1].[OH2:30]>>[O:4]=[C:5]([CH2:6][c:7]1[c:8]([CH3:27])[n:9]([S:16](=[O:17])(=[O:18])[c:19]2[cH:20][c:21]([F:26])[c:22]([F:25])[cH:23][cH:24]2)[c:10]2[n:11][cH:12][cH:13][cH:14][c:15]12)[OH:28]. Yields the product C(C1=CC=CC=C1)OC[C@@H]1NS(CC1)(=O)=O ((R)-3-benzyloxymethylisothiazolidine 1,1-dioxide). RXN SMILES: [NH2:1][C@@H:2]([CH2:5][O:6][CH2:7][C:8]1[CH:13]=[CH:12][CH:11]=[CH:10][CH:9]=1)[CH2:3]O.[CH3:14][S:15](Cl)(=[O:17])=[O:16]>>[CH2:7]([O:6][CH2:5][C@H:2]1[CH2:3][CH2:14][S:15](=[O:17])(=[O:16])[NH:1]1)[C:8]1[CH:13]=[CH:12][CH:11]=[CH:10][CH:9]=1. Procedure: Using (R)-2-amino-3-benzyloxy-1-propanol (2.0 g) and methanesulfonyl chloride (1.8 mL) and by the reaction and treatment in the same manner as in Preparation Example 1, the title compound (370 mg) was obtained. Reactants: N[C@H](CO)COCC1=CC=CC=C1 ((R)-2-amino-3-benzyloxy-1-propanol), CS(=O)(=O)Cl (methanesulfonyl chloride). The reactants are C(O)CN (Monoethanolamine), C=1C=CC(=CC1)C2(C(=O)N=C(N2)[O-])C=3C=CC=CC3.[Na+] (phenytoin sodium). The reagents and catalysts are [OH-].[Na+] (sodium hydroxide). The solvent is O (water). The product is C=1C=CC(=CC1)C2(C(=O)N=C(N2)[O-])C=3C=CC=CC3.[Na+].C(O)CN (Phenytoin Sodium Monoethanolamine). As a reaction SMILES: [CH2:1]([CH2:3][NH2:4])[OH:2].[CH:5]1[CH:6]=[CH:7][C:8]([C:11]2([C:18]3[CH:19]=[CH:20][CH:21]=[CH:22][CH:23]=3)[NH:16][C:15]([O-:17])=[N:14][C:12]2=[O:13])=[CH:9][CH:10]=1.[Na+:24]>O.[OH-].[Na+]>[CH:21]1[CH:20]=[CH:19][C:18]([C:11]2([C:8]3[CH:7]=[CH:6][CH:5]=[CH:10][CH:9]=3)[NH:16][C:15]([O-:17])=[N:14][C:12]2=[O:13])=[CH:23][CH:22]=1.[Na+:24].[CH2:1]([CH2:3][NH2:4])[OH:2] |f:1.2,4.5,6.7.8|. Reported procedure: Monoethanolamine (0.3 g, 4.9 mmol) in 10 ml water was added to 1.25 g (4.6 mmol) phenytoin sodium, and the cloudy suspension was diluted to 25 ml. To obtain a clear solution, 2-3 drops 10 N sodium hydroxide was added and the solution stirred giving a pH of 11.6-11.8.